Task: describe an organic reaction: reactants, conditions, products, and yield. Dataset: the Open Reaction Database (ORD), a public repository of structured organic reaction records Reactants: CC(C)(C)n1nc(CCC=O)cc1-c1ccc(Cl)cc1, CCN(C(C)C)C(C)C, Clc1ccc(N2CCNCC2)cc1. The product is CC(C)(C)n1nc(CCCN2CCN(c3ccc(Cl)cc3)CC2)cc1-c1ccc(Cl)cc1. As a reaction SMILES: [C:1]([CH3:2])([CH3:3])([CH3:4])[n:5]1[n:6][c:7]([CH2:17][CH2:18][CH:19]=[O:20])[cH:8][c:9]1-[c:10]1[cH:11][cH:12][c:13]([Cl:16])[cH:14][cH:15]1.[CH:34]([N:35]([CH2:36][CH3:37])[CH:38]([CH3:39])[CH3:40])([CH3:41])[CH3:42].[Cl:21][c:22]1[cH:23][cH:24][c:25]([N:28]2[CH2:29][CH2:30][NH:31][CH2:32][CH2:33]2)[cH:26][cH:27]1>>[C:1]([CH3:2])([CH3:3])([CH3:4])[n:5]1[n:6][c:7]([CH2:17][CH2:18][CH2:19][N:31]2[CH2:30][CH2:29][N:28]([c:25]3[cH:24][cH:23][c:22]([Cl:21])[cH:27][cH:26]3)[CH2:33][CH2:32]2)[cH:8][c:9]1-[c:10]1[cH:11][cH:12][c:13]([Cl:16])[cH:14][cH:15]1. Reactants: C=C1CC2C(=CCC3(C)C2CC(C)C3(O)C(=O)COC(C)=O)C2(C)CCC(=O)C=C12, C1=CCCCC1. Product: CC(=O)OCC(=O)C1(O)C(C)CC2C3CC(C)C4=CC(=O)CCC4(C)C3=CCC21C. As a reaction SMILES: [C:1]([CH3:2])(=[O:3])[O:4][CH2:5][C:6]([C:7]1([OH:29])[CH:8]([CH3:28])[CH2:9][CH:10]2[CH:11]3[CH2:12][C:13](=[CH2:27])[C:14]4=[CH:15][C:16](=[O:26])[CH2:17][CH2:18][C:19]4([CH3:20])[C:21]3=[CH:22][CH2:23][C:24]12[CH3:25])=[O:30].[CH2:31]1[CH2:32][CH:33]=[CH:34][CH2:35][CH2:36]1>>[C:1]([CH3:2])(=[O:3])[O:4][CH2:5][C:6]([C:7]1([OH:29])[CH:8]([CH3:28])[CH2:9][CH:10]2[CH:11]3[CH2:12][CH:13]([CH3:27])[C:14]4=[CH:15][C:16](=[O:26])[CH2:17][CH2:18][C:19]4([CH3:20])[C:21]3=[CH:22][CH2:23][C:24]12[CH3:25])=[O:30]. Starting materials: O.C(C)(C)(C)OC(=O)N[C@@H](CC(C)C)C(=O)O (tert-butoxycarbonyl-L-leucine monohydrate), ON1C(CCC1=O)=O (N-hydroxy succinimide), C1(=CC=CC=C1)C(N1CCNCC1)C1=CC=CC=C1 (1-(diphenylmethyl)piperazine), C1(CCCCC1)N=C=NC1CCCCC1 (N,N'-dicyclohexylcarbodiimide). The solvent is C(Cl)Cl (methylene chloride), C(Cl)Cl (methylene chloride), C(Cl)Cl (methylene chloride). Reaction conditions: time 4 hour. Product: C1(=CC=CC=C1)C(N1CCN(CC1)C(=O)[C@H](CC(C)C)NC(OC(C)(C)C)=O)C1=CC=CC=C1 (tert-butyl (s)-1-(4-diphenylmethylpiperazine-1-yl carbonyl)-3-methylbutylcarbamate). Isolated yield 88.7%. Reaction SMILES: O.[C:2]([O:6][C:7]([NH:9][C@H:10]([C:15]([OH:17])=O)[CH2:11][CH:12]([CH3:14])[CH3:13])=[O:8])([CH3:5])([CH3:4])[CH3:3].ON1C(=O)CCC1=O.C1(N=C=NC2CCCCC2)CCCCC1.[C:41]1([CH:47]([C:54]2[CH:59]=[CH:58][CH:57]=[CH:56][CH:55]=2)[N:48]2[CH2:53][CH2:52][NH:51][CH2:50][CH2:49]2)[CH:46]=[CH:45][CH:44]=[CH:43][CH:42]=1>C(Cl)Cl>[C:54]1([CH:47]([C:41]2[CH:46]=[CH:45][CH:44]=[CH:43][CH:42]=2)[N:48]2[CH2:49][CH2:50][N:51]([C:15]([C@@H:10]([NH:9][C:7](=[O:8])[O:6][C:2]([CH3:3])([CH3:4])[CH3:5])[CH2:11][CH:12]([CH3:13])[CH3:14])=[O:17])[CH2:52][CH2:53]2)[CH:55]=[CH:56][CH:57]=[CH:58][CH:59]=1 |f:0.1|. Reported procedure: To a methylene chloride solution (100 ml) containing tert-butoxycarbonyl-L-leucine monohydrate (9.96 g) and N-hydroxy succinimide (4.6 g) was added dropwise a methylene chloride solution (50 ml) of N,N'-dicyclohexylcarbodiimide (8.24 g) with a length of time for 1 hour under cooling with ice. After being stirred at room temperature for 4 hours, the reaction mixture was again cooled with ice, and a methylene chloride solution (50 ml) of 1-(diphenylmethyl)piperazine (10.08 g) was added dropwise in... The reactants are NC1=C(C(=NC(=N1)SC)NC1=C(C=C(C(=O)OC)C=C1)OC)C(N)=O (methyl 4-(6-amino-5-carbamoyl-2-(methylthio)pyrimidin-4-ylamino)-3-methoxybenzoate), [Br-].ClC1=C(C[Zn+])C(=CC=C1)Cl ((2,6-dichlorobenzyl)zinc(II) bromide). The reagents and catalysts are [Pd].C1(=CC=CC=C1)P(C1=CC=CC=C1)C1=CC=CC=C1.C1(=CC=CC=C1)P(C1=CC=CC=C1)C1=CC=CC=C1.C1(=CC=CC=C1)P(C1=CC=CC=C1)C1=CC=CC=C1.C1(=CC=CC=C1)P(C1=CC=CC=C1)C1=CC=CC=C1 (tetrakis(triphenylphosphine) palladium(0)). The solvent is O1CCCC1 (tetrahydrofuran), O1CCCC1 (tetrahydrofuran). Run at temperature 100 celsius. Product: NC1=C(C(=NC(=N1)CC1=C(C=CC=C1Cl)Cl)NC1=C(C=C(C(=O)OC)C=C1)OC)C(N)=O (methyl 4-(6-amino-5-carbamoyl-2-(2,6-dichlorobenzyl)pyrimidin-4-ylamino)-3-methoxybenzoate). Reaction SMILES: [NH2:1][C:2]1[N:7]=[C:6](SC)[N:5]=[C:4]([NH:10][C:11]2[CH:20]=[CH:19][C:14]([C:15]([O:17][CH3:18])=[O:16])=[CH:13][C:12]=2[O:21][CH3:22])[C:3]=1[C:23](=[O:25])[NH2:24].[Br-].[Cl:27][C:28]1[CH:35]=[CH:34][CH:33]=[C:32]([Cl:36])[C:29]=1[CH2:30][Zn+]>O1CCCC1.[Pd].C1(P(C2C=CC=CC=2)C2C=CC=CC=2)C=CC=CC=1.C1(P(C2C=CC=CC=2)C2C=CC=CC=2)C=CC=CC=1.C1(P(C2C=CC=CC=2)C2C=CC=CC=2)C=CC=CC=1.C1(P(C2C=CC=CC=2)C2C=CC=CC=2)C=CC=CC=1>[NH2:1][C:2]1[N:7]=[C:6]([CH2:30][C:29]2[C:28]([Cl:27])=[CH:35][CH:34]=[CH:33][C:32]=2[Cl:36])[N:5]=[C:4]([NH:10][C:11]2[CH:20]=[CH:19][C:14]([C:15]([O:17][CH3:18])=[O:16])=[CH:13][C:12]=2[O:21][CH3:22])[C:3]=1[C:23](=[O:25])[NH2:24] |f:1.2,4.5.6.7.8|. Procedure: A suspension of the product of Example 10B (1.1 g, 3.0 mmol), IM (2,6-dichlorobenzyl)zinc(II) bromide in tetrahydrofuran (30 mL, 30 mmol) and tetrakis(triphenylphosphine) palladium(0) (347 mg, 0.3 mmol) in tetrahydrofuran (50 mL) was heated in a sealed tube at 100° C. under nitrogen for 16 hours. The cooled mixture was washed with saturated ammonium chloride solution (50 mL) and extracted with ethyl acetate (3×50 mL). The combined organic phase was dried over anhydrous sodium sulfate, filtered, ... Starting materials: FC(C)(C)C1=NOC(=C1)N (3-(2-fluoropropan-2-yl)isoxazol-5-amine), C(C)(C)C1=NOC(=C1)NC(OC1=CC=CC=C1)=O (phenyl 3-isopropylisoxazol-5-ylcarbamate). Yields the product FC(C)(C)C1=NOC(=C1)NC(OC1=CC=CC=C1)=O (phenyl 3-(2-fluoropropan-2-yl)isoxazol-5-ylcarbamate). The yield is 68.0%. As a reaction SMILES: [F:1][C:2]([C:5]1[CH:9]=[C:8]([NH2:10])[O:7][N:6]=1)([CH3:4])[CH3:3].C(C1C=C(N[C:20](=[O:28])[O:21][C:22]2[CH:27]=[CH:26][CH:25]=[CH:24][CH:23]=2)ON=1)(C)C>>[F:1][C:2]([C:5]1[CH:9]=[C:8]([NH:10][C:20](=[O:28])[O:21][C:22]2[CH:27]=[CH:26][CH:25]=[CH:24][CH:23]=2)[O:7][N:6]=1)([CH3:4])[CH3:3]. Procedure: Prepared from 3-(2-fluoropropan-2-yl)isoxazol-5-amine (4.83 g, 33.54 mmol) according to the method described for phenyl 3-isopropylisoxazol-5-ylcarbamate in Example 122A Step 3, to afford phenyl 3-(2-fluoropropan-2-yl)isoxazol-5-ylcarbamate as a colorless solid (6.04 g, 68%). 1H NMR (300 MHz, CDCl3) δ 7.80 (brs, 1H), 7.39-7.45 (m, 2H), 7.18-7.32 (m, 3H), 6.27 (s, 1H), 1.74 (d, J=21 Hz, 6H); LC-MS (ESI) m/z 265 (M+H)+. Starting materials: BrC1=CC(=C(C(=O)OC)C=C1)OC (methyl 4-bromo-2-methoxybenzoate), solution, [OH-].[K+] (potassium hydroxide), Cl (HCl), O (water). Solvent: CO (MeOH). Conditions: temperature 65 celsius. The product is BrC1=CC(=C(C(=O)O)C=C1)OC (4-Bromo-2-methoxybenzoic Acid). RXN SMILES: [Br:1][C:2]1[CH:11]=[CH:10][C:5]([C:6]([O:8]C)=[O:7])=[C:4]([O:12][CH3:13])[CH:3]=1.[OH-].[K+].Cl.O>CO>[Br:1][C:2]1[CH:11]=[CH:10][C:5]([C:6]([OH:8])=[O:7])=[C:4]([O:12][CH3:13])[CH:3]=1 |f:1.2|. Procedure details: A solution of methyl 4-bromo-2-methoxybenzoate (1 g, 4.08 mmol) in 20 ml of MeOH was treated with 4.08 ml of a 2 N solution of potassium hydroxide and refluxed at 65° C. for 2.5 hours. MeOH was removed in vacuo and the remaining water was taken-up in 100 ml of EtOAc and quenched with 30 ml of 1 N HCl (3.5 eq.) and 100 ml of water. Layers were separated and the aqueous layer was extracted twice with EtOAc. Organics were combined, dried over sodium sulfate, and concentrated under reduced pressure ... Reactants: OI1(OC(C2=C1C=CC=C2)=O)=O (1-hydroxy-1-oxo-1H-1λ5-benzo[d][1,2]iodoxol-3-one), C1(=CC=CC2=CC=CC=C12)CN1CCC(CC1)CNC1=NC2=C(N1)C=CC(=C2)CO ({2-[(1-naphthalen-1-ylmethyl-piperidin-4-ylmethyl)-amino]-1H-benzimidazol-5-yl}-methanol), C(C)(=O)OCC (ethyl acetate), ice water. Run in CS(=O)C (dimethylsulfoxide), CS(=O)C (dimethylsulfoxide). Run at time 9 hour. Yields the product C1(=CC=CC2=CC=CC=C12)CN1CCC(CC1)CNC1=NC2=C(N1)C=CC(=C2)C=O (2-[(1-naphthalen-1-ylmethyl-piperidin-4-ylmethyl)-amino]-1H-benzimidazole-5-carboaldehyde). Reaction SMILES: OI1(=O)C2C=CC=CC=2C(=O)O1.[C:13]1([CH2:23][N:24]2[CH2:29][CH2:28][CH:27]([CH2:30][NH:31][C:32]3[NH:36][C:35]4[CH:37]=[CH:38][C:39]([CH2:41][OH:42])=[CH:40][C:34]=4[N:33]=3)[CH2:26][CH2:25]2)[C:22]2[C:17](=[CH:18][CH:19]=[CH:20][CH:21]=2)[CH:16]=[CH:15][CH:14]=1.C(OCC)(=O)C>CS(C)=O>[C:13]1([CH2:23][N:24]2[CH2:25][CH2:26][CH:27]([CH2:30][NH:31][C:32]3[NH:36][C:35]4[CH:37]=[CH:38][C:39]([CH:41]=[O:42])=[CH:40][C:34]=4[N:33]=3)[CH2:28][CH2:29]2)[C:22]2[C:17](=[CH:18][CH:19]=[CH:20][CH:21]=2)[CH:16]=[CH:15][CH:14]=1. Reported procedure: A solution of 1-hydroxy-1-oxo-1H-1λ5-benzo[d][1,2]iodoxol-3-one (846 mg, 3.02 mmol) in dimethylsulfoxide (10 ml) was added to a solution of {2-[(1-naphthalen-1-ylmethyl-piperidin-4-ylmethyl)-amino]-1H-benzimidazol-5-yl}-methanol (807 mg, 2.01 mmol) in dimethylsulfoxide (10 ml), and the mixture was stirred at room temperature for 9 hours. The reaction mixture was poured into ice water (200 ml) and stirred at room temperature for 30 minutes, after which ethyl acetate was added and stirring was con... Reactants: C(CC(O)(C(=O)O)CC(=O)O)(=O)O (Citric acid), COC1=CC(=NC(=N1)C1=CC=CC=C1)OC1CC2C(N(CCCCC=CC3CC3(NC(C2C1)=O)C(=O)O)C)=O (17-(6-Methoxy-2-phenylpyrimidin-4-yloxy)-13-methyl-2,14-dioxo-3,13-diaza-tricyclo[13.3.0.0*4,6*]octadec-7-ene-4-carboxylic acid), CCN=C=NCCCN(C)C (EDAC), CC1(CC1)S(=O)(=O)N (Methylcyclopropanesulfonic amide), C1CCC2=NCCCN2CC1 (DBU). Run in C(Cl)Cl (DCM). Run at time 1 hour. The product is COC1=CC(=NC(=N1)C1=CC=CC=C1)OC1CC2C(N(CCCCC=CC3CC3(NC(C2C1)=O)C(=O)NS(=O)(=O)C1(CC1)C)C)=O (1-Methyl-cyclopropanesulfonic acid [17-(6-methoxy-2-phenylpyrimidin-4-yloxy)-13-methyl-2,14-dioxo-3,13-diaza-tricyclo[13.3.0.0*4,6*]octadec-7-ene-4-carbonyl]-amide). The yield is 90.3%. Reaction SMILES: [CH3:1][O:2][C:3]1[N:8]=[C:7]([C:9]2[CH:14]=[CH:13][CH:12]=[CH:11][CH:10]=2)[N:6]=[C:5]([O:15][CH:16]2[CH2:33][CH:32]3[CH:18]([C:19](=[O:39])[N:20]([CH3:38])[CH2:21][CH2:22][CH2:23][CH2:24][CH:25]=[CH:26][CH:27]4[C:29]([C:35](O)=[O:36])([NH:30][C:31]3=[O:34])[CH2:28]4)[CH2:17]2)[CH:4]=1.CCN=C=NCCCN(C)C.[CH3:51][C:52]1([S:55]([NH2:58])(=[O:57])=[O:56])[CH2:54][CH2:53]1.C1CCN2C(=NCCC2)CC1.C(O)(=O)CC(CC(O)=O)(C(O)=O)O>C(Cl)Cl>[CH3:1][O:2][C:3]1[N:8]=[C:7]([C:9]2[CH:10]=[CH:11][CH:12]=[CH:13][CH:14]=2)[N:6]=[C:5]([O:15][CH:16]2[CH2:33][CH:32]3[CH:18]([C:19](=[O:39])[N:20]([CH3:38])[CH2:21][CH2:22][CH2:23][CH2:24][CH:25]=[CH:26][CH:27]4[C:29]([C:35]([NH:58][S:55]([C:52]5([CH3:51])[CH2:54][CH2:53]5)(=[O:57])=[O:56])=[O:36])([NH:30][C:31]3=[O:34])[CH2:28]4)[CH2:17]2)[CH:4]=1. Procedure: Compound 7e (100 mg, 0.187 mmol) was dissolved in DCM (5 ml), and EDAC (43 mg, 0.224 mmol) was added. The reaction mixture was stirred at RT for 1 h. Methylcyclopropanesulfonic amide (28 mg, 0.206 mmol) and DBU (59 μl, 0.393 mmol) were added and the reaction mixture was stirred at RT over night. Citric acid was added and the organic layer was separated, washed with brine, dried, filtered and evaporated. Purification of the residue by preparative HPLC provided the pure title compound (110 mg, 90%... Starting materials: [Al+3], [Cl-], [Cl-], [Cl-], ClCCl, Cl, O=C1CCC(=O)O1, c1ccc2ccccc2c1. The product is O=C(O)CCC(=O)c1ccc2ccccc2c1. Reaction SMILES: [Al+3:19].[Cl-:18].[Cl-:20].[Cl-:21].[Cl:23][CH2:24][Cl:25].[ClH:22].[O:11]=[C:12]1[CH2:13][CH2:14][C:15](=[O:16])[O:17]1.[cH:1]1[cH:2][cH:3][c:4]2[cH:5][cH:6][cH:7][cH:8][c:9]2[cH:10]1>>[c:1]1([C:15]([CH2:14][CH2:13][C:12](=[O:11])[OH:17])=[O:16])[cH:2][cH:3][c:4]2[cH:5][cH:6][cH:7][cH:8][c:9]2[cH:10]1. Starting materials: ClC=1C=C(C=CC1Cl)C(C(C)(C)O)NC(=O)NC1=CC2=C(C(=N1)CO)C(=NN2)OC (1-(1-(3,4-dichlorophenyl)-2-hydroxy-2-methylpropyl)-3-(4-(hydroxymethyl)-3-methoxy-1H-pyrazolo[4,3-c]pyridin-6-yl)urea), C(=O)(C(F)(F)F)O (TFA), II. The solvent is CO (Methanol). Run at time 5.8 minute. Product: ClC=1C=C(C=CC1Cl)[C@@H](C(C)(C)O)NC(=O)NC1=CC2=C(C(=N1)CO)C(=NN2)OC ((S)-1-(1-(3,4-dichlorophenyl)-2-hydroxy-2-methylpropyl)-3-(4-(hydroxymethyl)-3-methoxy-1H-pyrazolo[4,3-c]pyridin-6-yl)urea). Isolated yield 83.0%. RXN SMILES: [Cl:1][C:2]1[CH:3]=[C:4]([CH:9]([NH:14][C:15]([NH:17][C:18]2[N:23]=[C:22]([CH2:24][OH:25])[C:21]3[C:26]([O:29][CH3:30])=[N:27][NH:28][C:20]=3[CH:19]=2)=[O:16])[C:10]([OH:13])([CH3:12])[CH3:11])[CH:5]=[CH:6][C:7]=1[Cl:8].C(O)(C(F)(F)F)=O>CO>[Cl:1][C:2]1[CH:3]=[C:4]([C@H:9]([NH:14][C:15]([NH:17][C:18]2[N:23]=[C:22]([CH2:24][OH:25])[C:21]3[C:26]([O:29][CH3:30])=[N:27][NH:28][C:20]=3[CH:19]=2)=[O:16])[C:10]([OH:13])([CH3:11])[CH3:12])[CH:5]=[CH:6][C:7]=1[Cl:8]. Reported procedure: The enantiomers of 1-(1-(3,4-dichlorophenyl)-2-hydroxy-2-methylpropyl)-3-(4-(hydroxymethyl)-3-methoxy-1H-pyrazolo[4,3-c]pyridin-6-yl)urea, TFA (15 mg, 0.033 mmol) were separated by SFC (Berger Multigram II, Column: Chiralcel OJ-H, 2.1×25 cm, 5 uM, UV wavelength: 220 nM, mobile phase: 85%/15% Methanol+0.25% dimethyl ethylamine/CO2(l), flow rate: 70 mL/Min, 10 min run time). Elution was observed at 5.8 min. The fractions were collected and the solvent evaporated in vacuo to afford (S)-1-(1-(3,4-di...